From a dataset of the Open Reaction Database (ORD), a public repository of structured organic reaction records. describe an organic reaction: reactants, conditions, products, and yield Reactants: ClCOCC(=O)OC (methyl chloromethoxyacetate), P(OCC)(OCC)OCC (triethyl phosphite). Reaction conditions: temperature 150 celsius. The product is C(C)OP(=O)(OCC)COCC(=O)OC (methyl (diethoxyphosphoryl)methoxyacetate). The yield is 100.7%. RXN SMILES: Cl[CH2:2][O:3][CH2:4][C:5]([O:7][CH3:8])=[O:6].[P:9]([O:16]CC)([O:13][CH2:14][CH3:15])[O:10][CH2:11][CH3:12]>>[CH2:11]([O:10][P:9]([CH2:2][O:3][CH2:4][C:5]([O:7][CH3:8])=[O:6])([O:13][CH2:14][CH3:15])=[O:16])[CH3:12]. Procedure: 26 g (186 mmol) of methyl chloromethoxyacetate and 32 mL (186 mmol) of triethyl phosphite are placed in a round-bottomed flask and heated at 150° C. for 3 hours. The reaction progress is monitored by NMR. The reaction medium is concentrated under vacuum. 45 g (100%) of methyl (diethoxyphosphoryl)methoxyacetate are obtained directly in the form of a colorless liquid. Reactants: CC(C(C=C(SC)SC)=O)(C)C (4,4-dimethyl-1,1-bis(methylthio)-1-penten-3-one), O.NN (hydrazine hydrate). Run in C(C)O (ethanol). Product: C(C)(C)(C)C=1N=NC(C1)=S (3-t-butylpyrazole-5-thione). The yield is 56.2%. RXN SMILES: [CH3:1][C:2]([CH3:12])([CH3:11])[C:3](=O)[CH:4]=[C:5](SC)[S:6]C.O.[NH2:14][NH2:15]>C(O)C>[C:2]([C:3]1[N:14]=[N:15][C:5](=[S:6])[CH:4]=1)([CH3:12])([CH3:11])[CH3:1] |f:1.2|. Procedure: To a stirred solution of 4,4-dimethyl-1,1-bis(methylthio)-1-penten-3-one (18.4 g) in ethanol, was added dropwise with stirring hydrazine hydrate (5.3 g), keeping the temperature below 25°. The reaction mixture was stirred briefly at room temperature, then refluxed for 2 hours. Evaporation of the solvent, and trituration with ether, afforded 3-t-butylpyrazole-5-thione (7.8 g, 20% yield), of melting point 147°-8°.